Dataset: the Open Reaction Database (ORD), a public repository of structured organic reaction records. Task: describe an organic reaction: reactants, conditions, products, and yield The reactants are FC1C(NC(NC1OCC(F)(F)F)=O)=O (5-fluoro-6-(2,2,2-trifluoroethoxy)-5,6-dihydrouracil), Cl (HCl). Conditions: temperature 0 celsius. Yields the product FC=1C(NC(NC1)=O)=O (5-fluorouracil). Isolated yield 49.4%. Reaction SMILES: [F:1][CH:2]1[CH:7](OCC(F)(F)F)[NH:6][C:5](=[O:14])[NH:4][C:3]1=[O:15].Cl>>[F:1][C:2]1[C:3](=[O:15])[NH:4][C:5](=[O:14])[NH:6][CH:7]=1. Procedure details: 0.43 g of 5-fluoro-6-(2,2,2-trifluoroethoxy)-5,6-dihydrouracil obtained in Example 2B was placed in a reflux flask and then 1 ml of concentrated HCl was added to the flask. When the flask contents were brought to refluxing conditions, precipitation of a solid occurred. The flask was cooled to 0°C, and the contents were filtered and washed with acetone, producing 0.12 g of 5-fluorouracil. The reactants are Cl.COC([C@@H](N)CC1=CC=C(C=C1)O)=O (tyrosine methyl ester hydrochloride), C(C)(C)(C)OC(=O)N[C@@H](C(C)C)C(=O)O (t-butoxycarbonylvaline), C(C(C)C)OC(=O)Cl (isobutylchloroformate), CN1CCOCC1 (N-methylmorpholine). Run in C(Cl)Cl (methylene chloride). Reaction conditions: temperature -70 celsius, time 16 hour. The product is COC([C@@H](NC([C@@H](NC(=O)OC(C)(C)C)C(C)C)=O)CC1=CC=C(C=C1)O)=O (t-butoxycarbonylvalyltyrosine methyl ester). Reaction SMILES: [C:1]([O:5][C:6]([NH:8][C@H:9]([C:13]([OH:15])=O)[CH:10]([CH3:12])[CH3:11])=[O:7])([CH3:4])([CH3:3])[CH3:2].CN1CCOCC1.C(OC(Cl)=O)C(C)C.Cl.[CH3:32][O:33][C:34](=[O:45])[C@H:35]([CH2:37][C:38]1[CH:43]=[CH:42][C:41]([OH:44])=[CH:40][CH:39]=1)[NH2:36]>C(Cl)Cl>[CH3:32][O:33][C:34](=[O:45])[C@H:35]([CH2:37][C:38]1[CH:39]=[CH:40][C:41]([OH:44])=[CH:42][CH:43]=1)[NH:36][C:13](=[O:15])[C@H:9]([CH:10]([CH3:11])[CH3:12])[NH:8][C:6]([O:5][C:1]([CH3:2])([CH3:3])[CH3:4])=[O:7] |f:3.4|. Procedure: 21.7 g of t-butoxycarbonylvaline is dissolved in 200 ml of methylene chloride. 22.2 ml of N-methylmorpholine is added to the solution. The solution is cooled to -70° C. 13.1 ml of isobutylchloroformate is then added. The reaction mixture is again cooled to -70° C. 23.2 g of tyrosine methyl ester hydrochloride is added to the reaction mixture. The reaction mixture is allowed to warm to room temperature, and then is stirred for 16 hours. The reaction mixture is extracted three times with 0.5 M pot... The reactants are FC(C(=O)O)(F)F.N1C[C@@H](CC1)SC1=CC=C(C=C1)O ((R)-4-(pyrrolidin-3-yl-sulfanyl)-phenol trifluoro-acetic acid), C(CC1=CC=CC=C1)C1OC1 ((RS)-2-phenethyl-oxirane). RXN SMILES: FC(F)(F)C(O)=O.[NH:8]1[CH2:12][CH2:11][C@@H:10]([S:13][C:14]2[CH:19]=[CH:18][C:17]([OH:20])=[CH:16][CH:15]=2)[CH2:9]1.[CH2:21]([CH:29]1[CH2:31][O:30]1)[CH2:22][C:23]1[CH:28]=[CH:27][CH:26]=[CH:25][CH:24]=1>>[OH:30][C@H:29]([CH2:21][CH2:22][C:23]1[CH:28]=[CH:27][CH:26]=[CH:25][CH:24]=1)[CH2:31][N:8]1[CH2:12][CH2:11][C@@H:10]([S:13][C:14]2[CH:19]=[CH:18][C:17]([OH:20])=[CH:16][CH:15]=2)[CH2:9]1 |f:0.1|. Procedure: The title compound, MS: m/e=344.4 (M+H+) was prepared from (R)-4-(pyrrolidin-3-yl-sulfanyl)-phenol trifluoro-acetic acid and (RS)-2-phenethyl-oxirane. The product is O[C@@H](CN1C[C@@H](CC1)SC1=CC=C(C=C1)O)CCC1=CC=CC=C1 ((2R,3R)-4-[1-(2-Hydroxy-4-phenyl-butyl)-pyrrolidin-3-yl-sulfanyl]-phenol). The reactants are CN(C)C=O, CC(C)c1onc(-c2c(Cl)cccc2Cl)c1CO, Cc1cc(F)ccc1[N+](=O)[O-], [H-], [Na+]. Yields the product Cc1cc(OCc2c(-c3c(Cl)cccc3Cl)noc2C(C)C)ccc1[N+](=O)[O-]. RXN SMILES: [CH3:32][N:33]([CH3:34])[CH:35]=[O:36].[Cl:1][c:2]1[c:3](-[c:9]2[n:10][o:11][c:12]([CH:16]([CH3:17])[CH3:18])[c:13]2[CH2:14][OH:15])[c:4]([Cl:8])[cH:5][cH:6][cH:7]1.[F:21][c:22]1[cH:23][cH:24][c:25]([N+:29](=[O:30])[O-:31])[c:26]([CH3:28])[cH:27]1.[H-:19].[Na+:20]>>[Cl:1][c:2]1[c:3](-[c:9]2[n:10][o:11][c:12]([CH:16]([CH3:17])[CH3:18])[c:13]2[CH2:14][O:15][c:22]2[cH:23][cH:24][c:25]([N+:29](=[O:30])[O-:31])[c:26]([CH3:28])[cH:27]2)[c:4]([Cl:8])[cH:5][cH:6][cH:7]1. Starting materials: BrC1=CC=C(C=N1)NC1CCN(CC1)C(=O)OC(C)(C)C (tert-butyl 4-((6-bromopyridin-3-yl)amino)piperidine-1-carboxylate), CN(C(=O)C=1C=C2C=CNC2=CC1)C (N,N-dimethyl-1H-indole-5-carboxamide). Yields the product CN(C(=O)C=1C=C2C=CN(C2=CC1)C1=CC=C(C=N1)NC1CCN(CC1)C(=O)OC(C)(C)C)C (tert-Butyl 4-((6-(5-(dimethylcarbamoyl)-1H-indol-1-yl)pyridin-3-yl) amino)piperidine-1-carboxylate). As a reaction SMILES: Br[C:2]1[N:7]=[CH:6][C:5]([NH:8][CH:9]2[CH2:14][CH2:13][N:12]([C:15]([O:17][C:18]([CH3:21])([CH3:20])[CH3:19])=[O:16])[CH2:11][CH2:10]2)=[CH:4][CH:3]=1.[CH3:22][N:23]([CH3:35])[C:24]([C:26]1[CH:27]=[C:28]2[C:32](=[CH:33][CH:34]=1)[NH:31][CH:30]=[CH:29]2)=[O:25]>>[CH3:22][N:23]([CH3:35])[C:24]([C:26]1[CH:27]=[C:28]2[C:32](=[CH:33][CH:34]=1)[N:31]([C:2]1[N:7]=[CH:6][C:5]([NH:8][CH:9]3[CH2:14][CH2:13][N:12]([C:15]([O:17][C:18]([CH3:21])([CH3:20])[CH3:19])=[O:16])[CH2:11][CH2:10]3)=[CH:4][CH:3]=1)[CH:30]=[CH:29]2)=[O:25]. Procedure: The title compound was prepared by following the similar procedure as described in Example-1 by using tert-butyl 4-((6-bromopyridin-3-yl)amino)piperidine-1-carboxylate (intermediate-5) and N,N-dimethyl-1H-indole-5-carboxamide (intermediate-12). Reactants: O1CCN(CC1)CC([C@H]1CC[C@H]2[C@@H]3CC[C@H]4CC(CC[C@]4(C)[C@H]3C(C[C@]12C)=O)=O)=O (21-morpholino-5α-pregnane-3,11,20-trione). The solvent is O (water). Product: O[C@H]1C[C@@H]2CC[C@H]3[C@@H]4CC[C@H](C(CN5CCOCC5)=O)[C@]4(CC([C@@H]3[C@]2(CC1)C)=O)C (3α-Hydroxy-21-morpholino-5α-pregnane-11,20-dione). RXN SMILES: [O:1]1[CH2:6][CH2:5][N:4]([CH2:7][C:8](=[O:30])[C@@H:9]2[C@:26]3([CH3:27])[C@H:12]([C@H:13]4[C@H:23]([C:24](=[O:28])[CH2:25]3)[C@:21]3([CH3:22])[C@H:16]([CH2:17][C:18](=[O:29])[CH2:19][CH2:20]3)[CH2:15][CH2:14]4)[CH2:11][CH2:10]2)[CH2:3][CH2:2]1>O>[OH:29][C@@H:18]1[CH2:19][CH2:20][C@@:21]2([CH3:22])[C@@H:16]([CH2:15][CH2:14][C@@H:13]3[C@@H:23]2[C:24](=[O:28])[CH2:25][C@@:26]2([CH3:27])[C@H:12]3[CH2:11][CH2:10][C@@H:9]2[C:8](=[O:30])[CH2:7][N:4]2[CH2:3][CH2:2][O:1][CH2:6][CH2:5]2)[CH2:17]1. Procedure: A solution of 21-morpholino-5α-pregnane-3,11,20-trione (100 mg.) in the "stock" hloroiridic solution (see preparation 6 below) (10 ml.), was refluxed for 14 hours. The cooled mixture was poured into water and made just alkaline. The slight oily precipitate was extracted into ethyl acetate and the extracts were washed with water, dried (Na2SO4), and evaporated to give essentially the title compound, shown by n.m.r. spectroscopy and T.L.C. (Rf 0.16) on silica in ethyl acetate to be identical to th...